Dataset: the Open Reaction Database (ORD), a public repository of structured organic reaction records. Task: describe an organic reaction: reactants, conditions, products, and yield Reactants: C(C)(C)(C)C1=CC(=C(C=N1)C=1N([C@]([C@](N1)(C)C1=CC=C(C=C1)Cl)(C)C1=CC=C(C=C1)Cl)C(=O)Cl)OCC ((4S,5R)-2-(6-tert-butyl-4-ethoxy-pyridin-3-yl)-4,5-bis-(4-chloro-phenyl)-4,5-dimethyl-4,5-dihydro-imidazole-1-carbonyl chloride), C(C)S(=O)(=O)N1CCNCC1 (1-ethanesulfonyl-piperazine). Product: C(C)(C)(C)C1=CC(=C(C=N1)C=1N([C@]([C@](N1)(C)C1=CC=C(C=C1)Cl)(C)C1=CC=C(C=C1)Cl)C(=O)N1CCN(CC1)S(=O)(=O)CC)OCC ([(4S,5R)-2-(6-tert-Butyl-4-ethoxy-pyridin-3-yl)-4,5-bis-(4-chloro-phenyl)-4,5-dimethyl-4,5-dihydro-imidazol-1-yl]-(4-ethanesulfonyl-piperazin-1-yl)-methanone). As a reaction SMILES: [C:1]([C:5]1[N:10]=[CH:9][C:8]([C:11]2[N:12]([C:32](Cl)=[O:33])[C@@:13]([C:25]3[CH:30]=[CH:29][C:28]([Cl:31])=[CH:27][CH:26]=3)([CH3:24])[C@@:14]([C:17]3[CH:22]=[CH:21][C:20]([Cl:23])=[CH:19][CH:18]=3)([CH3:16])[N:15]=2)=[C:7]([O:35][CH2:36][CH3:37])[CH:6]=1)([CH3:4])([CH3:3])[CH3:2].[CH2:38]([S:40]([N:43]1[CH2:48][CH2:47][NH:46][CH2:45][CH2:44]1)(=[O:42])=[O:41])[CH3:39]>>[C:1]([C:5]1[N:10]=[CH:9][C:8]([C:11]2[N:12]([C:32]([N:46]3[CH2:45][CH2:44][N:43]([S:40]([CH2:38][CH3:39])(=[O:41])=[O:42])[CH2:48][CH2:47]3)=[O:33])[C@@:13]([C:25]3[CH:26]=[CH:27][C:28]([Cl:31])=[CH:29][CH:30]=3)([CH3:24])[C@@:14]([C:17]3[CH:22]=[CH:21][C:20]([Cl:23])=[CH:19][CH:18]=3)([CH3:16])[N:15]=2)=[C:7]([O:35][CH2:36][CH3:37])[CH:6]=1)([CH3:2])([CH3:4])[CH3:3]. Reported procedure: In a manner analogous to the method described in examples 8, (4S,5R)-2-(6-tert-butyl-4-ethoxy-pyridin-3-yl)-4,5-bis-(4-chloro-phenyl)-4,5-dimethyl-4,5-dihydro-imidazole-1-carbonyl chloride (example 51) was coupled with 1-ethanesulfonyl-piperazine (Aldrich) to give the title compound. HR-MS (ES, m/z) calculated for C35H44Cl2N5O4S [(M+H)+] 700.2486, observed 700.2486. Reactants: C(C)(C)(C)OC(=O)N1C(\C(\C2=CC=C(C=C12)Cl)=C/C1=C(C=CC(=C1)Cl)OC(C)(C)C(=O)OC)=O (Z-6-chloro-3-[5-chloro-2-(1-methoxycarbonyl-1-methyl-ethoxy)-benzylidene]-2-oxo-2,3-dihydro-indole-1-carboxylic acid tert-butyl ester), FC1=C(C(=CC=C1F)C)C=NC(=C)O[Si](C)(C)C (1-(2,3-difluoro-6-methyl-phenyl)-3-trimethylsilyoxy-2-aza-1,3-butadiene). Run in C1(=CC=CC=C1)C (toluene). Yields the product ClC1=CC=C2C(=C1)NC(C21C(NC(CC1C1=C(C=CC(=C1)Cl)OC(C)(C)C(=O)OC)=O)C1=C(C(=CC=C1C)F)F)=O (racemic (2′R,3S,4′R)-6-chloro-4′-[5-chloro-2-(1-methoxycarbonyl-1-methyl-ethoxy)-phenyl]-2′-(2,3-difluoro-6-methyl-phenyl)spiro[3H-indole-3,3′-piperidine]-2,6′(1H)-dione). Yield: 14.2%. Reaction SMILES: C(OC([N:8]1[C:16]2[C:11](=[CH:12][CH:13]=[C:14]([Cl:17])[CH:15]=2)/[C:10](=[CH:18]/[C:19]2[CH:24]=[C:23]([Cl:25])[CH:22]=[CH:21][C:20]=2[O:26][C:27]([C:30]([O:32][CH3:33])=[O:31])([CH3:29])[CH3:28])/[C:9]1=[O:34])=O)(C)(C)C.[F:35][C:36]1[C:41]([F:42])=[CH:40][CH:39]=[C:38]([CH3:43])[C:37]=1[CH:44]=[N:45][C:46]([O:48][Si](C)(C)C)=[CH2:47]>C1(C)C=CC=CC=1>[Cl:17][C:14]1[CH:15]=[C:16]2[NH:8][C:9](=[O:34])[C:10]3([CH:18]([C:19]4[CH:24]=[C:23]([Cl:25])[CH:22]=[CH:21][C:20]=4[O:26][C:27]([C:30]([O:32][CH3:33])=[O:31])([CH3:29])[CH3:28])[CH2:47][C:46](=[O:48])[NH:45][CH:44]3[C:37]3[C:38]([CH3:43])=[CH:39][CH:40]=[C:41]([F:42])[C:36]=3[F:35])[C:11]2=[CH:12][CH:13]=1. Reported procedure: In a manner similar to the method described in Example 1e, E/Z-6-chloro-3-[5-chloro-2-(1-methoxycarbonyl-1-methyl-ethoxy)-benzylidene]-2-oxo-2,3-dihydro-indole-1-carboxylic acid tert-butyl ester (3 g, 5.94 mmol) was reacted with 1-(2,3-difluoro-6-methyl-phenyl)-3-trimethylsilyoxy-2-aza-1,3-butadiene (18 mmol) in toluene to give the title compound as a white solid (510 mg). Starting materials: CN(CCN)C (N,N-dimethylethylenediamine), N1(CCCC2=CC=CC=C12)CCC(=O)O (3-(3,4-dihydroquinolin-1(2H)-yl)propanoic acid), F[B-](F)(F)F.C1(CCC(N1OC(=[N+](C)C)N(C)C)=O)=O (2-succinimido-1,1,3,3-tetramethyluronium tetrafluoroborate), C(C)(C)N(C(C)C)CC (N,N-diisopropyl ethylamine). Run in CN(C)C=O (DMF), CN(C)C=O (DMF), [Cl-].[Na+].O (brine). Conditions: time 30 minute. Product: N1(CCCC2=CC=CC=C12)CCC(=O)NCCN(C)C (3-(3,4-dihydroquinolin-1(2H)-yl)-N-(2-(dimethylamino)ethyl) propanamide). Yield: 54.8%. As a reaction SMILES: [N:1]1([CH2:11][CH2:12][C:13]([OH:15])=O)[C:10]2[C:5](=[CH:6][CH:7]=[CH:8][CH:9]=2)[CH2:4][CH2:3][CH2:2]1.F[B-](F)(F)F.C1(=O)N(OC(N(C)C)=[N+](C)C)C(=O)CC1.C(N(CC)C(C)C)(C)C.[CH3:45][N:46]([CH3:50])[CH2:47][CH2:48][NH2:49]>CN(C=O)C.[Cl-].[Na+].O>[N:1]1([CH2:11][CH2:12][C:13]([NH:49][CH2:48][CH2:47][N:46]([CH3:50])[CH3:45])=[O:15])[C:10]2[C:5](=[CH:6][CH:7]=[CH:8][CH:9]=2)[CH2:4][CH2:3][CH2:2]1 |f:1.2,6.7.8|. Procedure: To a solution of Compound 7 (1.0 g, 4.9 mmol) in DMF (20 mL), 2-succinimido-1,1,3,3-tetramethyluronium tetrafluoroborate (1.8 g, 5.8 mmol) and N,N-diisopropyl ethylamine (1.8 mL, 10.2 mmol) were added. Combined mixture was stirred at room temperature for 30 mins and then a solution of N,N-dimethylethylenediamine (0.64 g, 7.3 mmol) in DMF (2 mL) was added. After stirring the mixture for additional 1 hour, it was poured in brine (100 mL) and extracted with ethyl acetate (2×75 mL). The combined org... The reagents and catalysts are C=1C=CC(=CC1)/C=C/C(=O)/C=C/C2=CC=CC=C2.C=1C=CC(=CC1)/C=C/C(=O)/C=C/C2=CC=CC=C2.C=1C=CC(=CC1)/C=C/C(=O)/C=C/C2=CC=CC=C2.[Pd].[Pd] (Pd2(dba)3). Yields the product C(C)C1=C(C=CC=C1)N1C2=C(OCC1)C=C(C=C2)S(=O)(=O)N(C=2SC=CN2)CC2=CC=C(C=C2)OC (4-(2-ethylphenyl)-N-(4-methoxybenzyl)-N-(thiazol-2-yl)-3,4-dihydro-2H-benzo[b][1,4]oxazine-7-sulfonamide). The reactants are COC1=CC=C(CN(S(=O)(=O)C=2C=CC3=C(OCCN3)C2)C=2SC=CN2)C=C1 (N-(4-methoxybenzyl)-N-(thiazol-2-yl)-3,4-dihydro-2H-benzo[b][1,4]oxazine-7-sulfonamide), BrC1=C(C=CC=C1)CC (1-bromo-2-ethylbenzene), CC1(C2=C(C(=CC=C2)P(C3=CC=CC=C3)C4=CC=CC=C4)OC5=C(C=CC=C51)P(C6=CC=CC=C6)C7=CC=CC=C7)C (Xantphos), CC(C)([O-])C.[Na+] (sodium-tert-butoxide). Yield: 32.1%. Procedure: A mixture of N-(4-methoxybenzyl)-N-(thiazol-2-yl)-3,4-dihydro-2H-benzo[b][1,4]oxazine-7-sulfonamide (1.0 g, 2.39 mmol), 1-bromo-2-ethylbenzene (572.0 mg, 3.11 mmol, Aldrich), Pd2(dba)3 (218 mg, 0.23 mmol, GLR), Xantphos (276 mg, 0.46 mmol, GLR) and sodium-tert-butoxide (458 mg, 4.784 mmol) in toluene (20 mL) was degassed with nitrogen for 10 minutes. The reaction mixture was heated at 100° C. for 1 h under microwave irradiation. After completion, reaction mixture was diluted with water (10 mL) a... RXN SMILES: [CH3:1][O:2][C:3]1[CH:28]=[CH:27][C:6]([CH2:7][N:8]([C:22]2[S:23][CH:24]=[CH:25][N:26]=2)[S:9]([C:12]2[CH:13]=[CH:14][C:15]3[NH:20][CH2:19][CH2:18][O:17][C:16]=3[CH:21]=2)(=[O:11])=[O:10])=[CH:5][CH:4]=1.Br[C:30]1[CH:35]=[CH:34][CH:33]=[CH:32][C:31]=1[CH2:36][CH3:37].CC1(C)C2C(=C(P(C3C=CC=CC=3)C3C=CC=CC=3)C=CC=2)OC2C(P(C3C=CC=CC=3)C3C=CC=CC=3)=CC=CC1=2.CC(C)([O-])C.[Na+]>C1(C)C=CC=CC=1.O.C1C=CC(/C=C/C(/C=C/C2C=CC=CC=2)=O)=CC=1.C1C=CC(/C=C/C(/C=C/C2C=CC=CC=2)=O)=CC=1.C1C=CC(/C=C/C(/C=C/C2C=CC=CC=2)=O)=CC=1.[Pd].[Pd]>[CH2:36]([C:31]1[CH:32]=[CH:33][CH:34]=[CH:35][C:30]=1[N:20]1[CH2:19][CH2:18][O:17][C:16]2[CH:21]=[C:12]([S:9]([N:8]([CH2:7][C:6]3[CH:5]=[CH:4][C:3]([O:2][CH3:1])=[CH:28][CH:27]=3)[C:22]3[S:23][CH:24]=[CH:25][N:26]=3)(=[O:11])=[O:10])[CH:13]=[CH:14][C:15]1=2)[CH3:37] |f:3.4,7.8.9.10.11|. Conditions: temperature 100 celsius. The solvent is C1(=CC=CC=C1)C (toluene), O (water).